From a dataset of the Open Reaction Database (ORD), a public repository of structured organic reaction records. describe an organic reaction: reactants, conditions, products, and yield Reactants: C(C)(C)(C)OC(C(CC1(CCCC1)C(=O)NC1CCC(CC1)C(=O)OCC1=CC=CC=C1)COCCOC)=O (benzyl 4-{[(1-{3-tert-butoxy-2-[(2-methoxyethoxy)methyl]-3-oxopropyl}cyclopentyl)carbonyl]amino}cyclohexanecarboxylate). Reagents/catalysts: [Pd] (palladium on charcoal). The solvent is O (water), C(C)O (ethanol). Run at time 18 hour. Product: C(C)(C)(C)OC(C(CC1(CCCC1)C(=O)NC1CCC(CC1)C(=O)O)COCCOC)=O (4-{[(1-{3-tert-Butoxy-2-[(2-methoxyethoxy)methyl]-3-oxopropyl}cyclopentyl)-carbonyl]amino}cyclohexanecarboxylic Acid). As a reaction SMILES: [C:1]([O:5][C:6](=[O:39])[CH:7]([CH2:33][O:34][CH2:35][CH2:36][O:37][CH3:38])[CH2:8][C:9]1([C:14]([NH:16][CH:17]2[CH2:22][CH2:21][CH:20]([C:23]([O:25]CC3C=CC=CC=3)=[O:24])[CH2:19][CH2:18]2)=[O:15])[CH2:13][CH2:12][CH2:11][CH2:10]1)([CH3:4])([CH3:3])[CH3:2]>[Pd].O.C(O)C>[C:1]([O:5][C:6](=[O:39])[CH:7]([CH2:33][O:34][CH2:35][CH2:36][O:37][CH3:38])[CH2:8][C:9]1([C:14]([NH:16][CH:17]2[CH2:18][CH2:19][CH:20]([C:23]([OH:25])=[O:24])[CH2:21][CH2:22]2)=[O:15])[CH2:13][CH2:12][CH2:11][CH2:10]1)([CH3:3])([CH3:4])[CH3:2]. Procedure details: A mixture of benzyl 4-{[(1-{3-tert-butoxy-2-[(2-methoxyethoxy)methyl]-3-oxopropyl}cyclopentyl)carbonyl]amino}cyclohexanecarboxylate (EP 274234), and 10% palladium on charcoal (250 mg) in water (10 ml) and ethanol (50 ml) was hydrogenated at 50 psi and room temperature for 18 hours. The reaction mixture was filtered through Solkafloc®, the filtrate concentrated under reduced pressure and the residue azeotroped with toluene (3×) and then dichloromethane (3×), to give the title compound, 2.0 g, 96%... Starting materials: Cl (hydrochloric acid), Cl.ClCCNCCCl (bischloroethylamine hydrochloride), C([O-])([O-])=O.[K+].[K+] (potassium carbonate), NC1=C2C=CNC2=CC=C1 (4-aminoindole), Cl.ClCCNCCCl (bischloroethylamine hydrochloride), C([O-])([O-])=O.[K+].[K+] (potassium carbonate). Solvent: C(CCC)O (butanol). Product: N1(CCNCC1)C1=C2C=CNC2=CC=C1 (4-(1-piperazinyl)indole). Isolated yield 22.4%. RXN SMILES: [NH2:1][C:2]1[CH:10]=[CH:9][CH:8]=[C:7]2[C:3]=1[CH:4]=[CH:5][NH:6]2.Cl.Cl[CH2:13][CH2:14][NH:15][CH2:16][CH2:17]Cl.C(=O)([O-])[O-].[K+].[K+].Cl>C(O)CCC>[N:1]1([C:2]2[CH:10]=[CH:9][CH:8]=[C:7]3[C:3]=2[CH:4]=[CH:5][NH:6]3)[CH2:17][CH2:16][NH:15][CH2:14][CH2:13]1 |f:1.2,3.4.5|. Procedure: A suspension of 4-aminoindole (2.30 g, 0.017 moles), bischloroethylamine hydrochloride (3.49 g, 0.02 moles) and potassium carbonate (5.41 g, 0.02 moles) in butanol (50 ml) was heated at reflux under argon for 7 h. Further bischloroethylamine hydrochloride (0.70 g, 0.04 moles) and potassium carbonate (1.1 g 0.04 moles) was added, then the suspension was heated at reflux for 18 h. The solvent was evaporated in vacuo to give a brown gummy residue which was taken up into dilute hydrochloric acid (20... The reactants are CC(CO)Cc1ccc(Cl)cc1, CN(C)C(=O)N=NC(=O)N(C)C, C1CCOC1, CC1=C(C=O)CCc2cc(O)ccc21, c1ccc(P(c2ccccc2)c2ccccc2)cc1. Product: CC1=C(C=O)CCc2cc(OCC(C)Cc3ccc(Cl)cc3)ccc21. RXN SMILES: [Cl:1][c:2]1[cH:3][cH:4][c:5]([CH2:8][CH:9]([CH2:10][OH:11])[CH3:12])[cH:6][cH:7]1.[N:46]([C:47]([N:48]([CH3:49])[CH3:50])=[O:51])=[N:52][C:53]([N:54]([CH3:55])[CH3:56])=[O:57].[O:58]1[CH2:59][CH2:60][CH2:61][CH2:62]1.[OH:13][c:14]1[cH:15][c:16]2[c:21]([cH:22][cH:23]1)[C:20]([CH3:24])=[C:19]([CH:25]=[O:26])[CH2:18][CH2:17]2.[c:27]1([P:28]([c:29]2[cH:30][cH:31][cH:32][cH:33][cH:34]2)[c:35]2[cH:36][cH:37][cH:38][cH:39][cH:40]2)[cH:41][cH:42][cH:43][cH:44][cH:45]1>>[Cl:1][c:2]1[cH:3][cH:4][c:5]([CH2:8][CH:9]([CH2:10][O:11][c:14]2[cH:15][c:16]3[c:21]([cH:22][cH:23]2)[C:20]([CH3:24])=[C:19]([CH:25]=[O:26])[CH2:18][CH2:17]3)[CH3:12])[cH:6][cH:7]1. Starting materials: O (water), CC(=CCO)CCCC(CCCC(CCCC(C)C)C)C (3,7,11,15-Tetramethyl-2-hexadecen-1-ol), 1,3,5-benzenetriol·dihydrate, B(F)(F)F.CCOCC (boron trifluoride ethyl etherate). Solvent: O1CCOCC1 (dioxane), O1CCOCC1 (dioxane). The product is CC(=CCC1=C(C=C(C=C1O)O)O)CCCC(CCCC(CCCC(C)C)C)C (2-(3,7,11,15-Tetramethyl-2-hexadecenyl)-1,3,5-benzenetriol). The yield is 32.0%. RXN SMILES: C[C:2]([CH2:6][CH2:7][CH2:8][CH:9]([CH3:21])[CH2:10][CH2:11][CH2:12][CH:13]([CH3:20])[CH2:14][CH2:15][CH2:16][CH:17]([CH3:19])[CH3:18])=[CH:3][CH2:4][OH:5].B(F)(F)F.CC[O:28][CH2:29][CH3:30].[OH2:31]>O1CCOCC1>[CH3:21][C:9]([CH2:10][CH2:11][CH2:12][CH:13]([CH3:20])[CH2:14][CH2:15][CH2:16][CH:17]([CH3:18])[CH2:19][CH2:7][CH2:8][CH:9]([CH3:21])[CH3:10])=[CH:8][CH2:7][C:6]1[C:2]([OH:31])=[CH:3][C:4]([OH:5])=[CH:30][C:29]=1[OH:28] |f:1.2|. Reported procedure: 3,7,11,15-Tetramethyl-2-hexadecen-1-ol (14.8 g;50 mmole) in dioxane (10 ml) was dropwise added to 16.2 g (100 mmole) of 1,3,5-benzenetriol·dihydrate and 4.3 g (30 mmole) of boron trifluoride ethyl etherate in dioxane (35 ml) at room temperature over one hour. After stirring the resulting reaction solution at that temperature overnight, it was further stirred at 50° C. for additional 3 hours, then poured into 150 ml of water and was extracted with 150 ml of isopropyl ether. The extract was washed...